describe an organic reaction: reactants, conditions, products, and yield From a dataset of the Open Reaction Database (ORD), a public repository of structured organic reaction records. The reactants are CCOC(=O)c1c(-c2ccc(O)nc2)nc(-c2ccc(OC(F)(F)F)cc2)n1C1CC1, CCO, [Na+], [OH-]. The product is O=C(O)c1c(-c2ccc(O)nc2)nc(-c2ccc(OC(F)(F)F)cc2)n1C1CC1. RXN SMILES: [CH2:1]([CH3:2])[O:3][C:4](=[O:5])[c:6]1[n:7]([CH:29]2[CH2:30][CH2:31]2)[c:8](-[c:18]2[cH:19][cH:20][c:21]([O:24][C:25]([F:26])([F:27])[F:28])[cH:22][cH:23]2)[n:9][c:10]1-[c:11]1[cH:12][n:13][c:14]([OH:17])[cH:15][cH:16]1.[CH3:34][CH2:35][OH:36].[Na+:33].[OH-:32]>>[O:3]=[C:4]([OH:5])[c:6]1[n:7]([CH:29]2[CH2:30][CH2:31]2)[c:8](-[c:18]2[cH:19][cH:20][c:21]([O:24][C:25]([F:26])([F:27])[F:28])[cH:22][cH:23]2)[n:9][c:10]1-[c:11]1[cH:12][n:13][c:14]([OH:17])[cH:15][cH:16]1. The reactants are [OH-].[Na+] (NaOH), C1(=C(C(=CC(=C1)C)C)CC(=O)Cl)C (mesityleneacetyl chloride), N(C)CC(=O)O (sarcosine), [OH-].[Na+] (NaOH). The solvent is O (water), O (water). Reaction conditions: time 1 hour. Product: CC1=C(C(=CC(=C1)C)C)CC(=O)N(C)CC(=O)O (N-(2,4,6-trimethyl-phenyl-acetyl)-sarcosine). Isolated yield 99.2%. RXN SMILES: [NH:1]([CH2:3][C:4]([OH:6])=[O:5])[CH3:2].[OH-].[Na+].[C:9]1([CH3:21])[CH:14]=[C:13]([CH3:15])[CH:12]=[C:11]([CH3:16])[C:10]=1[CH2:17][C:18](Cl)=[O:19]>O>[CH3:21][C:9]1[CH:14]=[C:13]([CH3:15])[CH:12]=[C:11]([CH3:16])[C:10]=1[CH2:17][C:18]([N:1]([CH2:3][C:4]([OH:6])=[O:5])[CH3:2])=[O:19] |f:1.2|. Procedure details: 11.25 g (0.15 mol) of sarcosine and 3 g (0.075 mol) of NaOH are dissolved in 210 ml of water. While cooking the solution in a water bath 9 g (0.225 mol) of NaOH, dissolved in 45 ml of water, and 29.6 g (0.15 mol) of mesityleneacetyl chloride are added synchronously dropwise, during which addition the temperature is kept at <40 ° C. After 1 hour the mixture is acidified with concentrated HCI at 0° to 20° C., filtered off and the filtrate is dried in vacuo over P2O5 at 70° C. 37.1 g (99.3 % of the... Reactants: COC1=CC=C(C=N1)C1=CC=C(C=C1)C1=NN(C=C1C=1C=CC=2N(C1)C(=CN2)C2=NC=CC=C2)C(C2=CC=CC=C2)(C2=CC=CC=C2)C2=CC=CC=C2 (6-{3-[4-(6-methoxypyridin-3-yl)phenyl]-1-trityl-1H-pyrazol-4-yl}-3-(pyridin-2-yl)imidazo[1,2-a]pyridine), Cl (hydrochloric acid), [OH-].[Na+] (sodium hydroxide). The solvent is C(C)O (ethanol). Yields the product N1=C(C=CC=C1)C1=CN=C2N1C=C(C=C2)C=2C(=NNC2)C2=CC=C(C=C2)C=2C=CC(NC2)=O (5-{4-[4-(3-Pyridin-2-ylimidazo[1,2-a]pyridin-6-yl)-1H-pyrazol-3-yl]phenyl}-1H-pyridin-2-one). The yield is 50.4%. As a reaction SMILES: C[O:2][C:3]1[N:8]=[CH:7][C:6]([C:9]2[CH:14]=[CH:13][C:12]([C:15]3[C:19]([C:20]4[CH:21]=[CH:22][C:23]5[N:24]([C:26]([C:29]6[CH:34]=[CH:33][CH:32]=[CH:31][N:30]=6)=[CH:27][N:28]=5)[CH:25]=4)=[CH:18][N:17](C(C4C=CC=CC=4)(C4C=CC=CC=4)C4C=CC=CC=4)[N:16]=3)=[CH:11][CH:10]=2)=[CH:5][CH:4]=1.Cl.[OH-].[Na+]>C(O)C>[N:30]1[CH:31]=[CH:32][CH:33]=[CH:34][C:29]=1[C:26]1[N:24]2[CH:25]=[C:20]([C:19]3[C:15]([C:12]4[CH:11]=[CH:10][C:9]([C:6]5[CH:5]=[CH:4][C:3](=[O:2])[NH:8][CH:7]=5)=[CH:14][CH:13]=4)=[N:16][NH:17][CH:18]=3)[CH:21]=[CH:22][C:23]2=[N:28][CH:27]=1 |f:2.3|. Reported procedure: A mixture of 114 mg 6-{3-[4-(6-methoxypyridin-3-yl)phenyl]-1-trityl-1H-pyrazol-4-yl}-3-(pyridin-2-yl)imidazo[1,2-a]pyridine (compound in Example 365), 4 mL of 5 N hydrochloric acid and 4 mL ethanol was heated overnight under reflux. The reaction solution was basified with 5 N sodium hydroxide under ice-coolingd water, and the precipitated crystals were collected by filtration. The crystals were dried over hot air at 70° C., then dissolved in a mixture of methanol and dichloromethane and filtered... Starting materials: OC=1C=C2C(=C(NC2=CC1)C)C(=O)O (5-hydroxy-2-methylindole-3-carboxylic acid), NC1CCN(CC1)CCCC1=CC=CC=C1 (4-amino-1-(3-phenylpropyl)piperidine), C1(CCCCC1)N=C=NC1CCCCC1 (dicyclohexylcarbodiimide). Run in O1CCCC1 (tetrahydrofuran). Product: OC=1C=C2C(=C(NC2=CC1)C)C(=O)NC1CCN(CC1)CCCC1=CC=CC=C1 (5-hydroxy-2-methyl-N-[1-(3-phenylpropyl)-4-piperidyl]indole-3-carboxamide). RXN SMILES: [OH:1][C:2]1[CH:3]=[C:4]2[C:8](=[CH:9][CH:10]=1)[NH:7][C:6]([CH3:11])=[C:5]2[C:12]([OH:14])=O.[NH2:15][CH:16]1[CH2:21][CH2:20][N:19]([CH2:22][CH2:23][CH2:24][C:25]2[CH:30]=[CH:29][CH:28]=[CH:27][CH:26]=2)[CH2:18][CH2:17]1.C1(N=C=NC2CCCCC2)CCCCC1>O1CCCC1>[OH:1][C:2]1[CH:3]=[C:4]2[C:8](=[CH:9][CH:10]=1)[NH:7][C:6]([CH3:11])=[C:5]2[C:12]([NH:15][CH:16]1[CH2:21][CH2:20][N:19]([CH2:22][CH2:23][CH2:24][C:25]2[CH:26]=[CH:27][CH:28]=[CH:29][CH:30]=2)[CH2:18][CH2:17]1)=[O:14]. Reported procedure: To a mixture of 3.2 g of 5-hydroxy-2-methylindole-3-carboxylic acid and 3.7 g of 4-amino-1-(3-phenylpropyl)piperidine in 60 ml of tetrahydrofuran was added 3.8 g of dicyclohexylcarbodiimide, and the whole mixture was refluxed for 2 hours. After cooling, the precipitated dicyclohexylurea was filtered off and the filtrate was concentrated. The residue was crystallized from ethyl acetate. The crystals were filtered with suction, and recrystallized from a mixture of ethyl acetate and methanol to giv... The reactants are ClC1=NC(=NC(=C1CNC1=CC(=NN1CC)C1CC1)OC)OC (N-((4-chloro-2,6-dimethoxypyrimidin-5-yl)methyl)-3-cyclopropyl-1-ethyl-1H-pyrazol-5-amine), CC1(OB(OC1(C)C)C=C)C (4,4,5,5-tetramethyl-2-vinyl-1,3,2-dioxaborolane), C([O-])([O-])=O.[Na+].[Na+] (sodium carbonate). Reaction SMILES: Cl[C:2]1[C:7]([CH2:8][NH:9][C:10]2[N:14]([CH2:15][CH3:16])[N:13]=[C:12]([CH:17]3[CH2:19][CH2:18]3)[CH:11]=2)=[C:6]([O:20][CH3:21])[N:5]=[C:4]([O:22][CH3:23])[N:3]=1.[CH3:24][C:25]1(C)C(C)(C)OB(C=C)O1.C(=O)([O-])[O-].[Na+].[Na+]>COCCOC.O.C1C=CC([P]([Pd]([P](C2C=CC=CC=2)(C2C=CC=CC=2)C2C=CC=CC=2)([P](C2C=CC=CC=2)(C2C=CC=CC=2)C2C=CC=CC=2)[P](C2C=CC=CC=2)(C2C=CC=CC=2)C2C=CC=CC=2)(C2C=CC=CC=2)C2C=CC=CC=2)=CC=1>[CH:17]1([C:12]2[CH:11]=[C:10]([NH:9][CH2:8][C:7]3[C:6]([O:20][CH3:21])=[N:5][C:4]([O:22][CH3:23])=[N:3][C:2]=3[CH:24]=[CH2:25])[N:14]([CH2:15][CH3:16])[N:13]=2)[CH2:19][CH2:18]1 |f:2.3.4,^1:51,53,72,91|. Reagents/catalysts: C=1C=CC(=CC1)[P](C=2C=CC=CC2)(C=3C=CC=CC3)[Pd]([P](C=4C=CC=CC4)(C=5C=CC=CC5)C=6C=CC=CC6)([P](C=7C=CC=CC7)(C=8C=CC=CC8)C=9C=CC=CC9)[P](C=1C=CC=CC1)(C=1C=CC=CC1)C=1C=CC=CC1 (Pd(Ph3P)4). Product: C1(CC1)C1=NN(C(=C1)NCC=1C(=NC(=NC1C=C)OC)OC)CC (3-cyclopropyl-N-((2,4-dimethoxy-6-vinylpyrimidin-5-yl)methyl)-1-ethyl-1H-pyrazol-5-amine). The solvent is COCCOC (DME), O (water). Procedure: To a solution of N-((4-chloro-2,6-dimethoxypyrimidin-5-yl)methyl)-3-cyclopropyl-1-ethyl-1H-pyrazol-5-amine (2.42 g, 7.16 mmol) in DME (50 mL) and water (15 mL) was added 4,4,5,5-tetramethyl-2-vinyl-1,3,2-dioxaborolane (2.5 mL, 14.3 mmol), Pd(Ph3P)4 (0.828 g, 0.716 mmol) and sodium carbonate (2.47 g, 23.3 mmol). The mixture was sparged with argon for 15 min and then heated at reflux for 18 h. The mixture was then absorbed onto silica gel and dried under reduced pressure. After dry loading, the pr... The reactants are C(C1=CC=CC=C1)(=O)OCC(=O)Cl ((benzoyloxy)acetyl chloride), N1C(CCC1)=O (pyrrolidone), N1=CC=CC=C1 (pyridine). Solvent: CC(=O)C (acetone). Yields the product C(C1=CC=CC=C1)(=O)OCC(=O)N1C(CCC1)=O (N-(BENZOYLOXYMETHYLCARBONYL)PYRROLIDONE). The yield is 64.7%. Reaction SMILES: [C:1]([O:9][CH2:10][C:11](Cl)=[O:12])(=[O:8])[C:2]1[CH:7]=[CH:6][CH:5]=[CH:4][CH:3]=1.[NH:14]1[CH2:18][CH2:17][CH2:16][C:15]1=[O:19].N1C=CC=CC=1>CC(C)=O>[C:1]([O:9][CH2:10][C:11]([N:14]1[CH2:18][CH2:17][CH2:16][C:15]1=[O:19])=[O:12])(=[O:8])[C:2]1[CH:7]=[CH:6][CH:5]=[CH:4][CH:3]=1. Procedure details: A mixture of (benzoyloxy)acetyl chloride (1.98 g, 0.01 mole), pyrrolidone (0.85 g, 0.01 mole) and pyridine (0.8 g, 0.01 mole) in acetone (10 ml) was refluxed for 3 h. The cooled mixture was filtered and evaporated in vacuo. The residue was dissolved in ethyl acetate (50 ml) and the solution washed with a 2% aqueous solution of sodium bicarbonate, 2M hydrochloric acid and water. After drying over anhydrous sulphate, the organic phase was evaporated under reduced pressure to give a residue which c... Procedure details: To a stirred solution of 4-ethoxy-but-2-yn-1-ol (1 g, 8.76 mmol) in acetone (26 mL) at 0° C. was added dropwise Jones reagent. The reaction mixture was stirred at room temperature for 3 hours. The reaction mixture was diluted with water and extracted with methyl acetate. The organic layers were combined, dried (Na2SO4), and concentrated. The resulting 4-ethoxy-but-2-ynoic acid was methylated (TMSCHN2 (2 M), MeOH/toluene, room temperature, 3 hours) to afford 0.66 g of the title compound as a clea... Solvent: O (water). Reactants: C(C)OCC#CCO (4-ethoxy-but-2-yn-1-ol), CC(=O)C.OS(=O)(=O)O.O=[Cr](=O)=O (Jones reagent), CC(=O)C (acetone). Reaction SMILES: [CH2:1]([O:3][CH2:4][C:5]#CCO)[CH3:2].C[C:10]([CH3:12])=[O:11].OS(O)(=O)=O.O=[Cr](=O)=O.C[C:23](C)=[O:24]>O>[CH3:23][O:24][C:10](=[O:11])[C:12]#[C:2][CH2:1][O:3][CH2:4][CH3:5] |f:1.2.3|. The product is COC(C#CCOCC)=O (4-Ethoxy-but-2-ynoic acid methyl ester). Reaction conditions: time 3 hour.